describe an organic reaction: reactants, conditions, products, and yield From a dataset of the Open Reaction Database (ORD), a public repository of structured organic reaction records. The reactants are C12(CC3CC(CC(C1)C3)C2)C=2C=C(C(=O)O)C=CC2OC (3-adamantan-1-yl-4-methoxybenzoic acid), OC1=C(CN)C=CC(=C1)O (2,4-dihydroxybenzylamine). The product is C12(CC3CC(CC(C1)C3)C2)C=2C=C(C(=O)NCC3=C(C=C(C=C3)O)O)C=CC2OC (3-adamantan-1-yl-N-(2,4-dihydroxybenzyl)-4-methoxybenzamide). Reaction SMILES: [C:1]12([C:11]3[CH:12]=[C:13]([CH:17]=[CH:18][C:19]=3[O:20][CH3:21])[C:14](O)=[O:15])[CH2:10][CH:5]3[CH2:6][CH:7]([CH2:9][CH:3]([CH2:4]3)[CH2:2]1)[CH2:8]2.[OH:22][C:23]1[CH:30]=[C:29]([OH:31])[CH:28]=[CH:27][C:24]=1[CH2:25][NH2:26]>>[C:1]12([C:11]3[CH:12]=[C:13]([CH:17]=[CH:18][C:19]=3[O:20][CH3:21])[C:14]([NH:26][CH2:25][C:24]3[CH:27]=[CH:28][C:29]([OH:31])=[CH:30][C:23]=3[OH:22])=[O:15])[CH2:10][CH:5]3[CH2:6][CH:7]([CH2:9][CH:3]([CH2:4]3)[CH2:2]1)[CH2:8]2. Procedure: 0.03 g of the target compound is obtained as white solid in substantially the same manner as in Example 11, except for using 3-adamantan-1-yl-4-methoxybenzoic acid instead of 3-adamantan-1-yl-4-hydroxybenzoic acid and using 2,4-dihydroxybenzylamine instead of 3,4-dihydroxybenzylamine. The reactants are CS(=O)(=O)O (Methanesulfonic acid), BrC1=C(C(=CC=C1)C=COC)F (1-bromo-2-fluoro-3-(2-methoxyvinyl)benzene), [BH4-].[Na+] (Sodium borohydride), C(O)([O-])=O.[Na+] (sodium hydrogen carbonate), C([O-])(O)=O.[Na+] (Sodium bicarbonate). Solvent: O (water), O1CCCC1 (tetrahydrofuran). Conditions: temperature 80 celsius, time 10 minute. The product is BrC=1C(=C(C=CC1)CCO)F (2-(3-Bromo-2-fluorophenyl)ethanol). Reaction SMILES: CS(O)(=O)=O.[Br:6][C:7]1[CH:12]=[CH:11][CH:10]=[C:9]([CH:13]=[CH:14][O:15]C)[C:8]=1[F:17].C(=O)(O)[O-].[Na+].[BH4-].[Na+]>O.O1CCCC1>[Br:6][C:7]1[C:8]([F:17])=[C:9]([CH2:13][CH2:14][OH:15])[CH:10]=[CH:11][CH:12]=1 |f:2.3,4.5|. Reported procedure: Methanesulfonic acid (0.4 mL) was added to a mixture of 1-bromo-2-fluoro-3-(2-methoxyvinyl)benzene [Example 16, Step i)] (1.8 g), tetrahydrofuran (15 mL) and water (1.5 mL) and sealed into a microwave tube. The reaction was heated to 80° C., over a period of 90 min in the microwave reactor. Sodium bicarbonate (654 mg) was added portionwise and the mixture was stirred for 10 min. Sodium borohydride (295 mg) was added portionwise (gas evolution) and the mixture was stirred for 30 min. The reaction... Starting materials: NC1=NC=NC2=C1C(N(CCO2)C2=CC=C(C=C2)I)=O (4-amino-6-(4-iodophenyl)-7,8-dihydropyrimido[5,4-f][1,4]oxazepin-5(6H)-one), C(C)OC(=O)C(CC)CCC=CC (oct-6-ene-3-carboxylic acid ethyl ester), N1CCCCC1 (piperidine), C(=O)O (formic acid), dichlorobis(acetonitrile) palladium(II). The reagents and catalysts are [I-].C(CCC)[N+](CCCC)(CCCC)CCCC (tetrabutylammonium iodide). Solvent: CCOC(=O)C (EtOAc), C(Cl)(Cl)Cl (chloroform), CO (methanol), CN(C)C=O (DMF). Product: COC(=O)C1C2[C@H]3C[C@@H]([C@@H](C12)C3)C3=CC=C(C=C3)N3C(C1=C(OCC3)N=CN=C1N)=O ((1R,5R,6S)-6-[4-(4-Amino-5-oxo-7,8-dihydro-5H-9-oxa-1,3,6-triaza-benzo cyclohepten-6-yl)-phenyl]-tricyclo[3.2.1.0*2,4*]octane-3-carboxylic Acid Methyl Ester). Reaction SMILES: [NH2:1][C:2]1[C:7]2[C:8](=[O:20])[N:9]([C:13]3[CH:18]=[CH:17][C:16](I)=[CH:15][CH:14]=3)[CH2:10][CH2:11][O:12][C:6]=2[N:5]=[CH:4][N:3]=1.[CH2:21]([O:23][C:24]([CH:26]([CH2:29][CH2:30][CH:31]=[CH:32][CH3:33])[CH2:27]C)=[O:25])C.N1CCCC[CH2:35]1.C(O)=O>[I-].C([N+](CCCC)(CCCC)CCCC)CCC.CN(C=O)C.C(Cl)(Cl)Cl.CO.CCOC(C)=O>[CH3:21][O:23][C:24]([CH:26]1[CH:27]2[CH:29]1[C@@H:30]1[CH2:31][C@H:32]2[C@@H:33]([C:16]2[CH:17]=[CH:18][C:13]([N:9]3[CH2:10][CH2:11][O:12][C:6]4[N:5]=[CH:4][N:3]=[C:2]([NH2:1])[C:7]=4[C:8]3=[O:20])=[CH:14][CH:15]=2)[CH2:35]1)=[O:25] |f:4.5|. Procedure details: The named was prepared as follows. A slurry of 4-amino-6-(4-iodophenyl)-7,8-dihydropyrimido[5,4-f][1,4]oxazepin-5(6H)-one (340 mg, 0.89 mmol), tricycle[3.2.1.0*2,4*]oct-6-ene-3-carboxylic acid ethyl ester (240 mg, 1.35 mmol), tetrabutylammonium iodide (67 mg, 0.18 mmol), piperidine (230 mg, 2.7 mmol), formic acid (170 mg, 0.14 mmol) and dichlorobis(acetonitrile) palladium(II) (23 mg, 0.09 mmol) in DMF (0.36 mL) was stirred at 125° C. for 16 hours. The reaction mixture was cooled, diluted into Et... Starting materials: CN1CC=2C=3NC(C(NC3C=CC2C1)=O)=O (1,7,8,9-tetrahydro-8-methyl-2H-pyrrolo[3,4-f]quinoxaline-2,3(4H)-dione), ClS(=O)(=O)O (chlorosulfonic acid). Product: ClS(=O)(=O)C=1C2=C(C=3NC(C(NC3C1)=O)=O)CN(C2)C (6-(Chlorosulfonyl)-1,7,8,9-tetrahydro-8-methyl-2H-pyrrolo[3,4-f]quinoxaline-2,3(4H)-dione). RXN SMILES: [CH3:1][N:2]1[CH2:14][C:13]2[CH:12]=[CH:11][C:10]3[NH:9][C:8](=[O:15])[C:7](=[O:16])[NH:6][C:5]=3[C:4]=2[CH2:3]1.[Cl:17][S:18](O)(=[O:20])=[O:19]>>[Cl:17][S:18]([C:12]1[C:13]2[CH2:14][N:2]([CH3:1])[CH2:3][C:4]=2[C:5]2[NH:6][C:7](=[O:16])[C:8](=[O:15])[NH:9][C:10]=2[CH:11]=1)(=[O:20])=[O:19]. Reported procedure: A solution of 1,7,8,9-tetrahydro-8-methyl-2H-pyrrolo[3,4-f]quinoxaline-2,3(4H)-dione in chlorosulfonic acid was stirred at 120° C. for 3 hours, whereafter it was cooled and poured on ice. This afforded a crystalline precipitate of the product, which was filtered off and washed with water, mp>300° C. Starting materials: NCC1=CC=C(O1)C#N (5-(aminomethyl)furan-2-carbonitrile), C(C1=CC=CC=C1)OC1=CC(N(C=C1)C=1SC(=C(N1)C)C(=O)O)=O (2-(4-(benzyloxy)-2-oxopyridin-1(2H)-yl)-4-methylthiazole-5-carboxylic acid). Yield: 72.0%. Reaction SMILES: [NH2:1][CH2:2][C:3]1[O:7][C:6]([C:8]#[N:9])=[CH:5][CH:4]=1.[CH2:10]([O:17][C:18]1[CH:23]=[CH:22][N:21]([C:24]2[S:25][C:26]([C:30](O)=[O:31])=[C:27]([CH3:29])[N:28]=2)[C:20](=[O:33])[CH:19]=1)[C:11]1[CH:16]=[CH:15][CH:14]=[CH:13][CH:12]=1>>[CH2:10]([O:17][C:18]1[CH:23]=[CH:22][N:21]([C:24]2[S:25][C:26]([C:30]([NH:9][CH2:8][C:6]3[O:7][C:3]([C:2]#[N:1])=[CH:4][CH:5]=3)=[O:31])=[C:27]([CH3:29])[N:28]=2)[C:20](=[O:33])[CH:19]=1)[C:11]1[CH:16]=[CH:15][CH:14]=[CH:13][CH:12]=1. Procedure: Following the procedure as described in Example 22, making variation only as required to use 5-(aminomethyl)furan-2-carbonitrile in place of benzo[b]thiophen-2-ylmethanamine to react with 2-(4-(benzyloxy)-2-oxopyridin-1(2H)-yl)-4-methylthiazole-5-carboxylic acid, the title compound was obtained as a colorless solid in 72% yield: 1H NMR (300 MHz, DMSO-d6) δ 8.84 (t, J=5.6 Hz, 1H), 8.61 (d, J=8.1 Hz, 1H), 7.52 (d, J=3.6 Hz, 1H), 7.45-7.30 (m, 5H), 6.55 (d, J=3.6 Hz, 1H), 6.39 (dd, J=8.1, 2.7 Hz, 1... The product is C(C1=CC=CC=C1)OC1=CC(N(C=C1)C=1SC(=C(N1)C)C(=O)NCC=1OC(=CC1)C#N)=O (2-(4-(Benzyloxy)-2-oxopyridin-1(2H)-yl)-N-((5-cyanofuran-2-yl)methyl)-4-methylthiazole-5-carboxamide). Reactants: CN1C=2C(C(=O)OC1=O)=CC=CC2 (N-Methylisatoic anhydride), C(C)(C)N(C(C)C)CC (N,N-Diisopropylethylamine), C(CCCCCCCCCCC)OC1=C(C=C(C=C1)C)NC(=O)C1=C(C2=CC=CC=C2C(=C1)O)O (1,4-dihydroxy-naphthalene-2-carboxylic acid (2-dodecyloxy-5-methyl-phenyl)-amide), CN1C=2C(C(=O)OC1=O)=CC=CC2 (N-methylisatoic anhydride). Run in CCCCCC (hexane), O1CCCC1 (tetrahydrofuran). Reaction conditions: time 0.75 hour. Product: CNC1=C(C(=O)OC2=CC(=C(C3=CC=CC=C23)O)C(NC2=C(C=CC(=C2)C)OCCCCCCCCCCCC)=O)C=CC=C1 (2-methylamino-benzoic acid, 3-(2-dodecyloxy-5-methyl-phenylcarbamoyl)-4-hydroxy-naphthalen-1-yl ester). As a reaction SMILES: [CH3:1][N:2]1[C:8](=O)[O:7][C:5](=[O:6])[C:4]2=[CH:10][CH:11]=[CH:12][CH:13]=[C:3]12.C(N(CC)C(C)C)(C)C.[CH2:23]([O:35][C:36]1[CH:41]=[CH:40][C:39]([CH3:42])=[CH:38][C:37]=1[NH:43][C:44]([C:46]1[CH:55]=C(O)[C:53]2[C:48](=[CH:49][CH:50]=[CH:51][CH:52]=2)[C:47]=1[OH:57])=[O:45])[CH2:24][CH2:25][CH2:26][CH2:27][CH2:28][CH2:29][CH2:30][CH2:31][CH2:32][CH2:33][CH3:34]>CCCCCC.O1CCCC1>[CH3:1][NH:2][C:3]1[CH:13]=[CH:12][CH:11]=[CH:10][C:4]=1[C:5]([O:7][C:8]1[C:53]2[C:48](=[CH:49][CH:50]=[CH:51][CH:52]=2)[C:47]([OH:57])=[C:46]([C:44](=[O:45])[NH:43][C:37]2[CH:38]=[C:39]([CH3:42])[CH:40]=[CH:41][C:36]=2[O:35][CH2:23][CH2:24][CH2:25][CH2:26][CH2:27][CH2:28][CH2:29][CH2:30][CH2:31][CH2:32][CH2:33][CH3:34])[CH:55]=1)=[O:6]. Procedure: N-Methylisatoic anhydride (18.00 g, 90% technical grade containing mineral oil) was suspended in hexane (300 ml) and stirred for 0.75 hr at room temperature. The solid was filtered under suction, washed with petroleum ether (40–60° C.) and dried briefly before use. 1,4-Dihydroxy-naphthalene-2-carboxylic acid (2-dodecyloxy-5-methyl-phenyl)-amide was recrystallised from a mixture of petroleum ether (60–80° C.) and toluene before use. N,N-Diisopropylethylamine (16.20 g, 0.125 mol) was added to a st... Starting materials: FC(C(=O)OC)(F)F (methyl 2,2,2-trifluoroacetate), CC#N (MeCN), [H-].[Na+] (NaH). Solvent: C1CCOC1 (THF). Conditions: temperature 70 celsius, time 8 hour. Product: FC(C(CC#N)=O)(F)F (4,4,4-trifluoro-3-oxobutanenitrile). Isolated yield 82.8%. As a reaction SMILES: [H-].[Na+].[F:3][C:4]([F:10])([F:9])[C:5](OC)=[O:6].[CH3:11][C:12]#[N:13]>C1COCC1>[F:3][C:4]([F:10])([F:9])[C:5](=[O:6])[CH2:11][C:12]#[N:13] |f:0.1|. Procedure details: To a suspension of NaH (2.88 g, 120 mmol) in THF (70 mL) at 80° C. was dropped a solution of methyl 2,2,2-trifluoroacetate (10.244 g, 80 mmol) in MeCN (5.377 g, 130 mmol) over 40 minutes. The mixture was heated at 70° C. for 2 hours and stirred at room temperature overnight. The reaction was quenched with water, acidified with 10% HCl solution to pH 1, and extracted with CH2Cl2. Extracts were dried over MgSO4, concentrated under reduced pressure, and dried under vacuum to afford 4,4,4-trifluoro-...